From a dataset of the Open Reaction Database (ORD), a public repository of structured organic reaction records. describe an organic reaction: reactants, conditions, products, and yield Reactants: O=C([O-])[O-], CNCCS(=O)(=O)O, CO, O=C1C(CCC(O)c2ccc(F)cc2)C(c2ccc(OCCCCI)cc2)N1c1ccc(F)cc1, [K+], [K+], O. The product is CN(CCCCOc1ccc(C2C(CCC(O)c3ccc(F)cc3)C(=O)N2c2ccc(F)cc2)cc1)CCS(=O)(=O)O. RXN SMILES: [C:44](=[O:45])([O-:46])[O-:47].[CH3:36][NH:37][CH2:38][CH2:39][S:40](=[O:41])(=[O:42])[OH:43].[CH3:50][OH:51].[F:1][c:2]1[cH:3][cH:4][c:5]([N:8]2[C:9](=[O:35])[CH:10]([CH2:24][CH2:25][CH:26]([OH:27])[c:28]3[cH:29][cH:30][c:31]([F:34])[cH:32][cH:33]3)[CH:11]2[c:12]2[cH:13][cH:14][c:15]([O:18][CH2:19][CH2:20][CH2:21][CH2:22][I:23])[cH:16][cH:17]2)[cH:6][cH:7]1.[K+:48].[K+:49].[OH2:52]>>[F:1][c:2]1[cH:3][cH:4][c:5]([N:8]2[C:9](=[O:35])[CH:10]([CH2:24][CH2:25][CH:26]([OH:27])[c:28]3[cH:29][cH:30][c:31]([F:34])[cH:32][cH:33]3)[CH:11]2[c:12]2[cH:13][cH:14][c:15]([O:18][CH2:19][CH2:20][CH2:21][CH2:22][N:37]([CH3:36])[CH2:38][CH2:39][S:40](=[O:41])(=[O:42])[OH:43])[cH:16][cH:17]2)[cH:6][cH:7]1. Product: N (NH3), C(C)(C)(C)C1=CC2=C(NC(=N2)[C@H]([C@@H](C)O)NC)C=C1 ((1R,2R)-1-(5-tert-Butyl-1H-benzimidazol-2-yl)-1-(methylamino)propan-2-ol). Starting materials: [H-].[Al+3].[Li+].[H-].[H-].[H-] (Lithium aluminum hydride), C(C)(C)(C)C1=CC2=C(NC(=N2)[C@H]([C@@H](C)O)NC(OC(C)(C)C)=O)C=C1 (tert-butyl [(1R,2R)-1-(5-tert-butyl-1H-benzimidazol-2-yl)-2-hydroxypropyl]carbamate), C(C)(C)(C)C1=CC2=C(NC(=N2)[C@H]([C@@H](C)O)NC(OC(C)(C)C)=O)C=C1 (tert-butyl [(1R,2R)-1-(5-tert-butyl-1H-benzimidazol-2-yl)-2-hydroxypropyl]carbamate). Run at time 30 minute. Procedure details: To a stirred suspension of 2M Lithium aluminum hydride in THF (0.09 mL, 0.180 mmol) was added a solution of the intermediate product from Example 78, Step 1; tert-butyl [(1R,2R)-1-(5-tert-butyl-1H-benzimidazol-2-yl)-2-hydroxypropyl]carbamate (50 mg, 0.15 mmol) in THF (2 mL) dropwise at 0° C. The reaction mixture was then refluxed for 18 hours. The reaction was cooled, quenched by the addition of Na2SO4.10H2O portionwise followed by anhydrous Na2SO4 and THF (5 mL) and stirred at room temperature ... The solvent is C1CCOC1 (THF), C1CCOC1 (THF). Reaction SMILES: [H-].[Al+3].[Li+].[H-].[H-].[H-].[C:7]([C:11]1[CH:31]=[CH:30][C:14]2[NH:15][C:16]([C@@H:18]([NH:22][C:23](=O)OC(C)(C)C)[C@H:19]([OH:21])[CH3:20])=[N:17][C:13]=2[CH:12]=1)([CH3:10])([CH3:9])[CH3:8]>C1COCC1>[NH3:15].[C:7]([C:11]1[CH:31]=[CH:30][C:14]2[NH:15][C:16]([C@@H:18]([NH:22][CH3:23])[C@H:19]([OH:21])[CH3:20])=[N:17][C:13]=2[CH:12]=1)([CH3:8])([CH3:9])[CH3:10] |f:0.1.2.3.4.5|. The reactants are C1(=CC=CC=C1)OS(N)(=O)=O (sulfamic acid phenyl ester), COCC1(CC1)O (1-methoxymethyl cyclopropanol). The product is COCC1(CC1)OS(N)(=O)=O (sulfamic acid 1-methoxymethyl-cyclopropyl ester). RXN SMILES: [C:1]1([O:7][S:8](=[O:11])(=[O:10])[NH2:9])[CH:6]=CC=[CH:3][CH:2]=1.[CH3:12][O:13]CC1(O)CC1>>[CH3:12][O:13][CH2:6][C:1]1([O:7][S:8](=[O:11])(=[O:10])[NH2:9])[CH2:3][CH2:2]1. Procedure details: Sulfamic acid 1-methoxymethyl-cyclopropyl ester was synthesized according to the method presented in the synthesis of sulfamic acid phenyl ester in Example 1 with the exception of utilizing 1-methoxymethyl cyclopropanol (synthesized by methods reported in European Journal of Chemistry 2006, 5069) to obtain sulfamic acid 1-methoxymethyl-cyclopropyl ester.